describe an organic reaction: reactants, conditions, products, and yield From a dataset of the Open Reaction Database (ORD), a public repository of structured organic reaction records. Reactants: C(=C)[B-](F)(F)F.[K+] (potassium vinyltrifluoroborate), C1(=CC=CC=C1)P(C1=CC=CC=C1)C1=CC=CC=C1 (triphenylphosphine), C([O-])([O-])=O.[Cs+].[Cs+] (cesium carbonate), CC1=NC=C(C=N1)Br (2-methyl-5-bromopyrimidine). Reagents/catalysts: [Pd](Cl)Cl (palladium(II) chloride). Solvent: O1CCCC1.O (tetrahydrofuran H2O), O (water). Product: CC1=NC=C(C=N1)C=C (2-methyl-5-vinylpyrimidine). RXN SMILES: [CH:1]([B-](F)(F)F)=[CH2:2].[K+].C1(P(C2C=CC=CC=2)C2C=CC=CC=2)C=CC=CC=1.C(=O)([O-])[O-].[Cs+].[Cs+].[CH3:33][C:34]1[N:39]=[CH:38][C:37](Br)=[CH:36][N:35]=1>O1CCCC1.O.O.[Pd](Cl)Cl>[CH3:33][C:34]1[N:39]=[CH:38][C:37]([CH:1]=[CH2:2])=[CH:36][N:35]=1 |f:0.1,3.4.5,7.8|. Procedure: A solution of potassium vinyltrifluoroborate (666 mg, 4.97 mmol; Aldrich), palladium(II) chloride (18 mg, 0.099 mmol; Aldrich), triphenylphosphine (78 mg, 0.298 mmol; Aldrich), cesium carbonate (4.86 g, 14.91 mmol; Aldrich), and 2-methyl-5-bromopyrimidine (867 mg, 4.97 mmol; AniChem) in tetrahydrofuran/H2O (9:1; 10 mL) was heated at 85° C. under a nitrogen atmosphere for 24 hours. The reaction mixture was cooled to room temperature, diluted with water (15 mL), and extracted with dichloromethane ... Starting materials: O=C([O-])[O-], CC#N, ClCCSC1CCCCCC1, [I-], [K+], [K+], [K+], COC(=O)C1CNCCC1CCC(=O)c1ccnc2ccc(OC)cc12. The product is COC(=O)C1CN(CCSC2CCCCCC2)CCC1CCC(=O)c1ccnc2ccc(OC)cc12. As a reaction SMILES: [C:38](=[O:39])([O-:40])[O-:41].[CH3:46][C:47]#[N:48].[CH:27]1([S:34][CH2:35][CH2:36][Cl:37])[CH2:28][CH2:29][CH2:30][CH2:31][CH2:32][CH2:33]1.[I-:45].[K+:42].[K+:43].[K+:44].[O:1]=[C:2]([CH2:3][CH2:4][CH:5]1[CH:6]([C:11](=[O:12])[O:13][CH3:14])[CH2:7][NH:8][CH2:9][CH2:10]1)[c:15]1[cH:16][cH:17][n:18][c:19]2[cH:20][cH:21][c:22]([O:25][CH3:26])[cH:23][c:24]12>>[O:1]=[C:2]([CH2:3][CH2:4][CH:5]1[CH:6]([C:11](=[O:12])[O:13][CH3:14])[CH2:7][N:8]([CH2:36][CH2:35][S:34][CH:27]2[CH2:28][CH2:29][CH2:30][CH2:31][CH2:32][CH2:33]2)[CH2:9][CH2:10]1)[c:15]1[cH:16][cH:17][n:18][c:19]2[cH:20][cH:21][c:22]([O:25][CH3:26])[cH:23][c:24]12. The reactants are Cl, N=C(N)c1ccc(CN)cc1, CCc1nnn(C2CC(n3cnc4c(NCC(c5ccccc5)c5ccccc5)nc(N5CCC(N)C5)nc43)C(O)C2O)n1, CCc1nnn(C2CC(n3cnc4c(NCC(c5ccccc5)c5ccccc5)nc(N5CCC(NC(=O)NCc6ccccn6)C5)nc43)C(O)C2O)n1. Product: Cl, CCc1nnn(C2CC(n3cnc4c(NCC(c5ccccc5)c5ccccc5)nc(N5CCC(NC(=O)NCc6ccc(C(=N)N)cc6)C5)nc43)C(O)C2O)n1. As a reaction SMILES: [ClH:45].[NH2:100][CH2:101][c:102]1[cH:103][cH:104][c:105]([C:106](=[NH:107])[NH2:108])[cH:109][cH:110]1.[NH2:1][CH:2]1[CH2:3][CH2:4][N:5]([c:6]2[n:7][c:8]3[c:9]([n:10][cH:11][n:12]3[CH:13]3[CH2:14][CH:15]([n:16]4[n:17][n:18][c:19]([CH2:20][CH3:21])[n:22]4)[CH:23]([OH:24])[CH:25]3[OH:26])[c:27]([NH:28][CH2:29][CH:30]([c:31]3[cH:32][cH:33][cH:34][cH:35][cH:36]3)[c:37]3[cH:38][cH:39][cH:40][cH:41][cH:42]3)[n:43]2)[CH2:44]1.[c:46]1([CH:52]([CH2:53][NH:54][c:55]2[c:56]3[n:57][cH:58][n:59]([CH:80]4[CH:81]([OH:93])[CH:82]([OH:92])[CH:83]([n:85]5[n:86][c:87]([CH2:90][CH3:91])[n:88][n:89]5)[CH2:84]4)[c:60]3[n:61][c:62]([N:64]3[CH2:65][CH:66]([NH:69][C:70](=[O:71])[NH:72][CH2:73][c:74]4[cH:75][cH:76][cH:77][cH:78][n:79]4)[CH2:67][CH2:68]3)[n:63]2)[c:94]2[cH:95][cH:96][cH:97][cH:98][cH:99]2)[cH:47][cH:48][cH:49][cH:50][cH:51]1>>[ClH:45].[c:46]1([CH:52]([CH2:53][NH:54][c:55]2[c:56]3[n:57][cH:58][n:59]([CH:80]4[CH:81]([OH:93])[CH:82]([OH:92])[CH:83]([n:85]5[n:86][c:87]([CH2:90][CH3:91])[n:88][n:89]5)[CH2:84]4)[c:60]3[n:61][c:62]([N:64]3[CH2:65][CH:66]([NH:69][C:70](=[O:71])[NH:100][CH2:101][c:102]4[cH:103][cH:104][c:105]([C:106](=[NH:107])[NH2:108])[cH:109][cH:110]4)[CH2:67][CH2:68]3)[n:63]2)[c:94]2[cH:95][cH:96][cH:97][cH:98][cH:99]2)[cH:47][cH:48][cH:49][cH:50][cH:51]1. Starting materials: FC(S(=O)(=O)OC1=NC(=C(C=C1)F)NCC1=CC(=CC=C1)F)(F)F (5-fluoro-6-(3-fluorobenzylamino)pyridine-2-yl trifluoromethanesulfonate), ClC=1C(=CC(=NC1)F)B(O)O (5-chloro-2-fluoropyridin-4-ylboronic acid), C([O-])([O-])=O.[Na+].[Na+] (sodium carbonate). The reagents and catalysts are C1=CC=C(C=C1)P([C-]2C=CC=C2)C3=CC=CC=C3.C1=CC=C(C=C1)P([C-]2C=CC=C2)C3=CC=CC=C3.Cl[Pd]Cl.[Fe+2].C(Cl)Cl (PdCl2(dppf) CH2Cl2). The solvent is COCCOC (DME). Conditions: temperature 120 celsius. Product: ClC=1C(=CC(=NC1)F)C1=NC(=C(C=C1)F)NCC1=CC(=CC=C1)F (5′-chloro-2′,5-difluoro-N-(3-fluorobenzyl)-2,4′-bipyridin-6-amine). The yield is 57.2%. As a reaction SMILES: FC(F)(F)S(O[C:7]1[CH:12]=[CH:11][C:10]([F:13])=[C:9]([NH:14][CH2:15][C:16]2[CH:21]=[CH:20][CH:19]=[C:18]([F:22])[CH:17]=2)[N:8]=1)(=O)=O.[Cl:25][C:26]1[C:27](B(O)O)=[CH:28][C:29]([F:32])=[N:30][CH:31]=1.C(=O)([O-])[O-].[Na+].[Na+]>COCCOC.C1C=CC(P(C2C=CC=CC=2)[C-]2C=CC=C2)=CC=1.C1C=CC(P(C2C=CC=CC=2)[C-]2C=CC=C2)=CC=1.Cl[Pd]Cl.[Fe+2].C(Cl)Cl>[Cl:25][C:26]1[C:27]([C:7]2[CH:12]=[CH:11][C:10]([F:13])=[C:9]([NH:14][CH2:15][C:16]3[CH:21]=[CH:20][CH:19]=[C:18]([F:22])[CH:17]=3)[N:8]=2)=[CH:28][C:29]([F:32])=[N:30][CH:31]=1 |f:2.3.4,6.7.8.9.10|. Procedure details: 5-fluoro-6-(3-fluorobenzylamino)pyridine-2-yl trifluoromethanesulfonate (0.0811 g, 0.220 mmol), 5-chloro-2-fluoropyridin-4-ylboronic acid (0.116 g, 0.661 mmol), and sodium carbonate (0.286 mL, 0.573 mmol, 2M in H2O) were dissolved in DME (2 mL). The solution was then degassed by sparging with argon for 5 min. It was then treated with PdCl2(dppf) CH2Cl2 adduct (0.036 g, 0.044 mmol). The reaction mixture was then heated in the microwave at 120° C. for 10 min. The reaction mixture was then filtered...